Dataset: the Open Reaction Database (ORD), a public repository of structured organic reaction records. Task: describe an organic reaction: reactants, conditions, products, and yield The reactants are FC=1C=CC(=C(C1)C1CCNCC1)OC (4-(5-fluoro-2-methoxyphenyl)piperidine), ClCCN1C(CC2(CCCC2)CC1=O)=O (8-(2-chloroethyl)-8-azaspiro[4.5]decane-7,9-dione). Conditions: temperature 165 celsius, time 1 hour. Product: FC=1C=CC(=C(C1)C1CCN(CC1)CCN1C(CC2(CCCC2)CC1=O)=O)OC (8-{2-[4-(5-Fluoro-2-methoxyphenyl)piperidin-1-yl]ethyl}-8-azaspiro[4.5]decane-7,9-dione). Isolated yield 7.5%. As a reaction SMILES: [F:1][C:2]1[CH:3]=[CH:4][C:5]([O:14][CH3:15])=[C:6]([CH:8]2[CH2:13][CH2:12][NH:11][CH2:10][CH2:9]2)[CH:7]=1.Cl[CH2:17][CH2:18][N:19]1[C:28](=[O:29])[CH2:27][C:22]2([CH2:26][CH2:25][CH2:24][CH2:23]2)[CH2:21][C:20]1=[O:30]>>[F:1][C:2]1[CH:3]=[CH:4][C:5]([O:14][CH3:15])=[C:6]([CH:8]2[CH2:13][CH2:12][N:11]([CH2:17][CH2:18][N:19]3[C:20](=[O:30])[CH2:21][C:22]4([CH2:26][CH2:25][CH2:24][CH2:23]4)[CH2:27][C:28]3=[O:29])[CH2:10][CH2:9]2)[CH:7]=1. Procedure: A mixture of 4-(5-fluoro-2-methoxyphenyl)piperidine (20 mg, 0.096 mmol) and 8-(2-chloroethyl)-8-azaspiro[4.5]decane-7,9-dione(20 mg, 0.087 mmol) was heated with stirring at 165° C. for 1 hour. The residue was purified by preparative HPLC (see Example 8 for conditions), giving (after removal of the solvent) the title compound as a pale yellow oil (2.6 mg, 0.0065 mmol, 7%): ESI-MS m/z 403 (MH+). RXN SMILES: [NH2:1][C:2]1[C:10]2[C:5](=[N:6][C:7]([CH3:11])=[CH:8][CH:9]=2)[S:4][C:3]=1[C:12](=[O:18])[CH2:13][C:14]([O:16][CH3:17])=[O:15].C(O[N:25]=O)CC(C)C>C(O)(=O)C.O1CCOCC1>[C:14]([C:13]1[N:25]=[N:1][C:2]2[C:10]3[CH:9]=[CH:8][C:7]([CH3:11])=[N:6][C:5]=3[S:4][C:3]=2[C:12]=1[OH:18])([O:16][CH3:17])=[O:15]. Reaction conditions: time 24 hour. The solvent is O1CCOCC1 (dioxane), C(C)(=O)O (acetic acid). Yields the product C(=O)(OC)C1=C(C2=C(N=N1)C1=C(S2)N=C(C=C1)C)O (3-carbomethoxy-4-hydroxy-7-methylpyrido[3',2':4,5]-thieno[3,2-c]pyridazine). Reported procedure: To a solution of 6 g (0.022 mol) of 3-amino-2-carbomethoxyacetyl-6-methyl-thieno[2,3-b]pyridine in 1.8 ml acetic acid and 180 ml dioxane was slowly added 4.8 g (4.2 ml, 0.041 mol) of isoamylnitrite and stirring continued for 24 hours. It was then poured on ice-water, filtered and washed with water. The crude product was crystallized from DMSO/H2O to give 4.0 g (64%) of 3-carbomethoxy-4-hydroxy-7-methylpyrido[3',2':4,5]-thieno[3,2-c]pyridazine; m.p., 265°-268° C. Reactants: NC1=C(SC2=NC(=CC=C21)C)C(CC(=O)OC)=O (3-amino-2-carbomethoxyacetyl-6-methyl-thieno[2,3-b]pyridine), C(CC(C)C)ON=O (isoamylnitrite). Yield: 66.0%. The reactants are C(C)OC(COCCOC(C)N=[N+]=[N-])=O ([2-(1-Azido-ethoxy)-ethoxy]-acetic acid ethyl ester), [OH-].[Na+] (sodium hydroxide). Solvent: C(C)O (ethanol). Run at time 4 hour. The product is N(=[N+]=[N-])C(C)OCCOCC(=O)O ([2-(1-Azido-ethoxy)-ethoxy]-acetic acid), solid. Yield: 48.3%. Reaction SMILES: C([O:3][C:4](=[O:15])[CH2:5][O:6][CH2:7][CH2:8][O:9][CH:10]([N:12]=[N+:13]=[N-:14])[CH3:11])C.[OH-].[Na+]>C(O)C>[N:12]([CH:10]([O:9][CH2:8][CH2:7][O:6][CH2:5][C:4]([OH:15])=[O:3])[CH3:11])=[N+:13]=[N-:14] |f:1.2|. Procedure details: [2-(1-Azido-ethoxy)-ethoxy]-acetic acid ethyl ester (0.10 g, 0.46 mmol) was stirred with 4 M aqueous sodium hydroxide (1.15 ml, 4.6 mmol) and ethanol (1.15 ml) at room temperature. After 4 hrs, all the solvents were removed under reduced pressure and the residue was dissolved in 5 ml water. The solution was adjusted to pH 5 with 1 N KH2PO4 and then extracted with DCM (2×15 ml). The aqueous layer was then acidified with 1 N HCl to pH 2 and then extracted with DCM (3×25 ml). All the DCM extracts w... Starting materials: C(C)(C)S(=O)C1=NNC=N1 (3-isopropylsulphinyl-1,2,4-triazole), C(C=C)N(C(=O)Cl)CC=C (diallylcarbamoyl chloride), O1CCCC1 (tetrahydrofuran). Solvent: C(C)N(CC)CC (triethylamine). Yields the product C(C=C)N(C(=O)N1N=C(N=C1)S(=O)C(C)C)CC=C (1-diallylcarbamoyl-3-isopropylsulphinyl-1,2,4-triazole). RXN SMILES: [CH:1]([S:4]([C:6]1[N:10]=[CH:9][NH:8][N:7]=1)=[O:5])([CH3:3])[CH3:2].[CH2:11]([N:14]([CH2:18][CH:19]=[CH2:20])[C:15](Cl)=[O:16])[CH:12]=[CH2:13].O1CCCC1>C(N(CC)CC)C>[CH2:11]([N:14]([CH2:18][CH:19]=[CH2:20])[C:15]([N:8]1[CH:9]=[N:10][C:6]([S:4]([CH:1]([CH3:3])[CH3:2])=[O:5])=[N:7]1)=[O:16])[CH:12]=[CH2:13]. Reported procedure: A mixture of 6.4 g. 3-isopropylsulphinyl-1,2,4-triazole, 8.0 ml. diallylcarbamoyl chloride, 25 ml. dry tetrahydrofuran and 10 ml. dry triethylamine was refluxed under anhydrous conditions for 2 hours. The cooled reaction mixture was filtered and the filtrate was distilled under reduced pressure to give an oily residue which subsequently solidified. This solid residue was recrystallized from petroleum ether (b.p. 60° - 80° C.) to give 1-diallylcarbamoyl-3-isopropylsulphinyl-1,2,4-triazole, m.p. 3... The reactants are COC1=C(C=CC=C1)C1NCCC(C1)OC (2-(2-Methoxyphenyl)4-methoxypiperidine), COCC1NC(CC1)C1=C(C=CC=C1)OC (2-methoxymethyl-5-(2-methoxyphenyl)-tetrahydropyrrole), COCC1N(C(CC1)C1=C(C=CC=C1)OC)CCN (2-methoxymethyl-5-(2-methoxyphenyl)-1-(2-aminoethyl)-tetrahydropyrrole). Reported procedure: 2-(2-Methoxyphenyl)4-methoxypiperidine was converted to the title compound in two steps by the same procedures as the transformation of 2-methoxymethyl-5-(2-methoxyphenyl)-tetrahydropyrrole to 2-methoxymethyl-5-(2-methoxyphenyl)-1-(2-aminoethyl)-tetrahydropyrrole as described above in Preparations 23 and 24. 1H NMR (CDCl3, 400 MHz) δ:3.80 (3H, s, OMe), 3.31 (3H, s, OMe). Yields the product NCCN1C(CC(CC1)OC)C1=C(C=CC=C1)OC (N-(2-Aminoethyl)-2-(2-methoxyphenyl)-4-methoxypiperidine). Reaction SMILES: [CH3:1][O:2][C:3]1[CH:8]=[CH:7][CH:6]=[CH:5][C:4]=1[CH:9]1[CH2:14][CH:13]([O:15][CH3:16])[CH2:12][CH2:11][NH:10]1.CO[CH2:19][CH:20]1CCC(C2C=CC=CC=2OC)[NH:21]1.COCC1CCC(C2C=CC=CC=2OC)N1CCN>>[NH2:21][CH2:20][CH2:19][N:10]1[CH2:11][CH2:12][CH:13]([O:15][CH3:16])[CH2:14][CH:9]1[C:4]1[CH:5]=[CH:6][CH:7]=[CH:8][C:3]=1[O:2][CH3:1]. Reactants: CCCCCC1C(CC=O)CCC12OCCO2, CC(C)C[AlH]CC(C)C, CC(=O)O, [Cl-], [NH4+], O, c1ccncc1, c1ccccc1. As a reaction SMILES: [CH2:16]1[O:17][C:18]2([CH:19]([CH2:26][CH2:27][CH2:28][CH2:29][CH3:30])[CH:20]([CH2:23][CH:24]=[O:25])[CH2:21][CH2:22]2)[O:31][CH2:32]1.[CH3:1][CH:2]([CH2:3][AlH:4][CH2:5][CH:6]([CH3:7])[CH3:8])[CH3:9].[CH3:42][C:43](=[O:44])[OH:45].[Cl-:33].[NH4+:34].[OH2:41].[cH:10]1[cH:11][cH:12][n:13][cH:14][cH:15]1.[cH:35]1[cH:36][cH:37][cH:38][cH:39][cH:40]1>>[CH2:16]1[O:17][C:18]2([CH:19]([CH2:26][CH2:27][CH2:28][CH2:29][CH3:30])[CH:20]([CH2:23][CH2:24][OH:25])[CH2:21][CH2:22]2)[O:31][CH2:32]1. Yields the product CCCCCC1C(CCO)CCC12OCCO2.